From a dataset of the Open Reaction Database (ORD), a public repository of structured organic reaction records. describe an organic reaction: reactants, conditions, products, and yield RXN SMILES: [Br:1][C:2]1[C:7]([OH:8])=[CH:6][CH:5]=[CH:4][N:3]=1.C(=O)([O-])[O-].[K+].[K+].[CH2:15]([O:17][CH2:18]Cl)[CH3:16]>CC(C)=O>[Br:1][C:2]1[C:7]([O:8][CH2:18][O:17][CH2:15][CH3:16])=[CH:6][CH:5]=[CH:4][N:3]=1 |f:1.2.3|. Run in CC(=O)C (Acetone). Conditions: time 30 minute. Procedure: To a RBF was added 2-bromo-3-pyridinol (6.0 g, 34.5 mmol) and potassium carbonate (11.91 g, 86 mmol) in Acetone (50 mL). The suspension was stirred at ambient temperature for 30 min and then treated with the drop-wise addition of chloromethyl ethyl ether (3.34 mL, 36.7 mmol) via addition funnel. The mixture was stirred at ambient temperature overnight. The mixture was filtered and the filtrate partitioned between EtOAc and water. The combined organic layers were washed with water, saturated solu... Isolated yield 88.9%. The reactants are BrC1=NC=CC=C1O (2-bromo-3-pyridinol), C([O-])([O-])=O.[K+].[K+] (potassium carbonate), C(C)OCCl (chloromethyl ethyl ether). Yields the product BrC1=NC=CC=C1OCOCC (2-bromo-3-(ethoxymethoxy)pyridine). The reactants are CC(=O)Nc1ccc(O)cc1, CCOC(C)=O, Clc1cncc(Cl)n1. Yields the product CC(=O)Nc1ccc(Oc2cncc(Cl)n2)cc1. RXN SMILES: [C:9]([CH3:10])(=[O:11])[NH:12][c:13]1[cH:14][cH:15][c:16]([OH:19])[cH:17][cH:18]1.[CH3:20][CH2:21][O:22][C:23]([CH3:24])=[O:25].[Cl:1][c:2]1[n:3][c:4]([Cl:8])[cH:5][n:6][cH:7]1>>[c:2]1([O:19][c:16]2[cH:15][cH:14][c:13]([NH:12][C:9]([CH3:10])=[O:11])[cH:18][cH:17]2)[n:3][c:4]([Cl:8])[cH:5][n:6][cH:7]1. Reactants: ClC1=CC=C(C=C1)SCC(CN(C1=CC=CC=C1)CC(=O)OC)O (1-(p-chlorophenylthio)-3-(N-carbomethoxymethyl-N-phenylamino)-2-propanol), C(C)(=O)OC(C)=O (acetic anhydride), O (water). The solvent is N1=CC=CC=C1 (pyridine). Reaction conditions: time 20 hour. The product is C(C)(=O)OC(CSC1=CC=C(C=C1)Cl)CN(C1=CC=CC=C1)CC(=O)OC (2-acetoxy-1-(p-chlorophenylthio)-3-(N-carbomethoxymethyl-N-phenylamino) propane). RXN SMILES: [Cl:1][C:2]1[CH:7]=[CH:6][C:5]([S:8][CH2:9][CH:10]([OH:24])[CH2:11][N:12]([CH2:19][C:20]([O:22][CH3:23])=[O:21])[C:13]2[CH:18]=[CH:17][CH:16]=[CH:15][CH:14]=2)=[CH:4][CH:3]=1.[C:25](OC(=O)C)(=[O:27])[CH3:26].O>N1C=CC=CC=1>[C:25]([O:24][CH:10]([CH2:11][N:12]([CH2:19][C:20]([O:22][CH3:23])=[O:21])[C:13]1[CH:18]=[CH:17][CH:16]=[CH:15][CH:14]=1)[CH2:9][S:8][C:5]1[CH:6]=[CH:7][C:2]([Cl:1])=[CH:3][CH:4]=1)(=[O:27])[CH3:26]. Reported procedure: After 200 mg (0.00054 moles) of 1-(p-chlorophenylthio)-3-(N-carbomethoxymethyl-N-phenylamino)-2-propanol and 1 g of acetic anhydride were dissolved in 3 ml of pyridine and left to stand at room temperature for 20 hr, the reaction mixture mixture was poured into iced water and extracted with ether. The ether layer was washed with 10% hydrochloric acid and water and dried. Evaporation or ether under reduced pressure gave 190 mg (86.5%) of an oily substance.